describe an organic reaction: reactants, conditions, products, and yield From a dataset of the Open Reaction Database (ORD), a public repository of structured organic reaction records. Starting materials: FC(F)(F)Oc1ccc(CBr)cc1, COCCOC, CC(C)(C)[O-], [Na+], O, CC(C)(C)OC(=O)N1CCC(O)CC1. The product is CC(C)(C)OC(=O)N1CCC(OCc2ccc(OC(F)(F)F)cc2)CC1. Reaction SMILES: [Br:27][CH2:28][c:29]1[cH:30][cH:31][c:32]([O:35][C:36]([F:37])([F:38])[F:39])[cH:33][cH:34]1.[CH2:15]([CH2:16][O:17][CH3:18])[O:19][CH3:20].[CH3:21][C:22]([CH3:23])([O-:24])[CH3:25].[Na+:26].[OH2:40].[OH:1][CH:2]1[CH2:3][CH2:4][N:5]([C:8](=[O:9])[O:10][C:11]([CH3:12])([CH3:13])[CH3:14])[CH2:6][CH2:7]1>>[O:1]([CH:2]1[CH2:3][CH2:4][N:5]([C:8](=[O:9])[O:10][C:11]([CH3:12])([CH3:13])[CH3:14])[CH2:6][CH2:7]1)[CH2:28][c:29]1[cH:30][cH:31][c:32]([O:35][C:36]([F:37])([F:38])[F:39])[cH:33][cH:34]1. Reactants: C1(=CC=CC=C1)P(C1=CC=CC=C1)C1=CC=CC=C1 (triphenylphosphine), N(=[N+]=[N-])CC1CC(N(CC1)C1=CC=CC=C1)=O (4-(Azidomethyl)-1-phenylpiperidin-2-one), O (water). Solvent: O1CCCC1 (tetrahydrofuran). Reaction conditions: time 1 hour. The product is NCC1CC(N(CC1)C1=CC=CC=C1)=O (4-(aminomethyl)-1-phenylpiperidin-2-one). RXN SMILES: [N:1]([CH2:4][CH:5]1[CH2:10][CH2:9][N:8]([C:11]2[CH:16]=[CH:15][CH:14]=[CH:13][CH:12]=2)[C:7](=[O:17])[CH2:6]1)=[N+]=[N-].C1(P(C2C=CC=CC=2)C2C=CC=CC=2)C=CC=CC=1.O>O1CCCC1>[NH2:1][CH2:4][CH:5]1[CH2:10][CH2:9][N:8]([C:11]2[CH:16]=[CH:15][CH:14]=[CH:13][CH:12]=2)[C:7](=[O:17])[CH2:6]1. Procedure: 4-(Azidomethyl)-1-phenylpiperidin-2-one (0.37 g, 1.3 mmol) was dissolved in tetrahydrofuran (10 mL) and treated with triphenylphosphine (0.36 g, 1.4 mmol, 1.05 equiv). After stirring for 1 hour, the mixture was treated with water (1 mL) and stirred for 14 hours. The mixture was dried with sodium sulfate, filtered and concentrated in vacuo, providing the titled compound.